Task: describe an organic reaction: reactants, conditions, products, and yield. Dataset: the Open Reaction Database (ORD), a public repository of structured organic reaction records Reactants: ClCCCS(=O)(=O)NCC(COCCCCCCCCCCCCCCCC)CC#N (1-(3-Chloropropylsulfonylamino)-2-cyanomethyl-3-hexadecyloxypropane), C(CCCCCCCCCCCCCCC)SCC(CNS(=O)(=O)CCCI)OC (1-hexadecylthio-3-(3-iodopropylsulfonylamino)-2-methoxypropane). The product is C(#N)CC(CNS(=O)(=O)CCCI)COCCCCCCCCCCCCCCCC (2-cyanomethyl-3-hexadecyloxy-1-(3-iodopropylsulfonylamino)propane). RXN SMILES: Cl[CH2:2][CH2:3][CH2:4][S:5]([NH:8][CH2:9][CH:10]([CH2:29][C:30]#[N:31])[CH2:11][O:12][CH2:13][CH2:14][CH2:15][CH2:16][CH2:17][CH2:18][CH2:19][CH2:20][CH2:21][CH2:22][CH2:23][CH2:24][CH2:25][CH2:26][CH2:27][CH3:28])(=[O:7])=[O:6].C(SCC(OC)CNS(CCC[I:59])(=O)=O)CCCCCCCCCCCCCCC>>[C:30]([CH2:29][CH:10]([CH2:11][O:12][CH2:13][CH2:14][CH2:15][CH2:16][CH2:17][CH2:18][CH2:19][CH2:20][CH2:21][CH2:22][CH2:23][CH2:24][CH2:25][CH2:26][CH2:27][CH3:28])[CH2:9][NH:8][S:5]([CH2:4][CH2:3][CH2:2][I:59])(=[O:7])=[O:6])#[N:31]. Procedure: 1-(3-Chloropropylsulfonylamino)-2-cyanomethyl-3-hexadecyloxypropane IIIn1 is allowed to react by the same procedure as described in (5). The summary of the experimental condition and the physical data of the product are listed in Table 8. The reactants are BrC=1C=CC(=C(C=O)C1)F (5-bromo-2-fluorobenzaldehyde), [H-].[Na+] (sodium hydride), OC=1C=C(C=CC1)CC(=O)O (3-Hydroxyphenylacetic acid), BrC=1C=CC(=C(C=O)C1)F (5-bromo-2-fluorobenzaldehyde), [H-].[Na+] (Sodium hydride), Cl (HCl). Yield: 40.9%. Reaction conditions: temperature 70 celsius, time 3 hour. As a reaction SMILES: [OH:1][C:2]1[CH:3]=[C:4]([CH2:8][C:9]([OH:11])=[O:10])[CH:5]=[CH:6][CH:7]=1.[Br:12][C:13]1[CH:14]=[CH:15][C:16](F)=[C:17]([CH:20]=1)[CH:18]=[O:19].[H-].[Na+].Cl>CN(C=O)C>[Br:12][C:13]1[CH:14]=[CH:15][C:16]([O:1][C:2]2[CH:3]=[C:4]([CH2:8][C:9]([OH:11])=[O:10])[CH:5]=[CH:6][CH:7]=2)=[C:17]([CH:18]=[O:19])[CH:20]=1 |f:2.3|. Procedure details: 3-Hydroxyphenylacetic acid (3 g, 19.7 mmol) and 5-bromo-2-fluorobenzaldehyde (2.34 mL, 19.7 mmol) were combined in DMF (60 mL). Sodium hydride (60% in mineral oil; 1.58 g, 39.4 mmol) was added portionwise, and the reaction was stirred at 70° C. for 3 hours. Additional 5-bromo-2-fluorobenzaldehyde (2.34 mL, 19.7 mmol) and sodium hydride (60% in mineral oil; 0.79 g, 19.7 mmol) were added, and the reaction was stirred at 70° C. for 3 hours. The mixture was acidified with 1N aqueous HCl to pH 3-4 an... Yields the product BrC1=CC(=C(OC=2C=C(C=CC2)CC(=O)O)C=C1)C=O ([3-(4-Bromo-2-formyl-phenoxy)-phenyl]-acetic acid). The solvent is CN(C)C=O (DMF). Reaction SMILES: [NH2:1][C:2]1[N:6]([C:7]2[N:12]=[CH:11][N:10]=[C:9]([NH:13][CH3:14])[CH:8]=2)[N:5]=[CH:4][CH:3]=1.Br[C:16]1[CH:17]=[C:18]([NH:23][C:24](=[O:42])[C:25]2[CH:30]=[C:29]([C:31]([F:34])([F:33])[F:32])[CH:28]=[C:27]([N:35]3[CH2:40][CH2:39][N:38]([CH3:41])[CH2:37][CH2:36]3)[CH:26]=2)[CH:19]=[CH:20][C:21]=1[CH3:22].C(=O)([O-])[O-].[Cs+].[Cs+].O1CCOCC1>C([O-])(=O)C.[Pd+2].C([O-])(=O)C.C1COCC1>[CH3:22][C:21]1[CH:20]=[CH:19][C:18]([NH:23][C:24](=[O:42])[C:25]2[CH:30]=[C:29]([C:31]([F:32])([F:33])[F:34])[CH:28]=[C:27]([N:35]3[CH2:40][CH2:39][N:38]([CH3:41])[CH2:37][CH2:36]3)[CH:26]=2)=[CH:17][C:16]=1[NH:1][C:2]1[N:6]([C:7]2[CH:8]=[C:9]([NH:13][CH3:14])[N:10]=[CH:11][N:12]=2)[N:5]=[CH:4][CH:3]=1 |f:2.3.4,6.7.8|. The solvent is C1CCOC1 (THF). Starting materials: O1CCOCC1 (1,4-dioxane), NC1=CC=NN1C1=CC(=NC=N1)NC ([6-(5-Amino-pyrazol-1-yl)-pyrimidin-4-yl]-methyl-amine), BrC=1C=C(C=CC1C)NC(C1=CC(=CC(=C1)C(F)(F)F)N1CCN(CC1)C)=O (N-(3-bromo-4-methyl-phenyl)-3-(4-methyl-piperazin-1-yl)-5-trifluoromethyl-benzamide), C([O-])([O-])=O.[Cs+].[Cs+] (cesium carbonate). Reagents/catalysts: C(C)(=O)[O-].[Pd+2].C(C)(=O)[O-] (palladium acetate). Reported procedure: [6-(5-Amino-pyrazol-1-yl)-pyrimidin-4-yl]-methyl-amine (200 mg, 1.05 mmol) is mixed with N-(3-bromo-4-methyl-phenyl)-3-(4-methyl-piperazin-1-yl)-5-trifluoromethyl-benzamide (640 mg, 1.40 mmol), palladium acetate (60 mg, 0.27 mmol), Xantophos (235 mg, 0.41 mmol) and cesium carbonate (1.03 g, 3.15 mmol). 10 mL of anhydrous 1,4-dioxane is added under nitrogen environment and the mixture is subjected to microwave irradiation to 160° C. for 25 minutes. The reaction mixture is treated with 150 mL THF,... Product: CC1=C(C=C(C=C1)NC(C1=CC(=CC(=C1)C(F)(F)F)N1CCN(CC1)C)=O)NC=1N(N=CC1)C1=NC=NC(=C1)NC (N-{4-Methyl-3-[2-(6-methylamino-pyrimidin-4-yl)-2H-pyrazol-3-ylamino]-phenyl}-3-(4-methyl-piperazin-1-yl)-5-trifluoromethyl-benzamide). The reactants are C(CCCCCC)OC1=CC=C(COC=2C=C3CC(C(C3=CC2)OC)CC(=O)OCC)C=C1 (ethyl 5-(p-heptyloxybenzyloxy)-1-methoxy-2-indaneacetate), [OH-].[Na+] (sodium hydroxide), Cl (hydrochloric acid). The solvent is O1CCCC1 (tetrahydrofuran), CO (methanol), O (water). Conditions: time 8 hour. Product: C(CCCCCC)OC1=CC=C(COC=2C=C3CC(C(C3=CC2)OC)CC(=O)O)C=C1 (5-(p-heptyloxybenzyloxy)-1-methoxy-2-indaneacetic acid). The yield is 72.7%. As a reaction SMILES: [CH2:1]([O:8][C:9]1[CH:33]=[CH:32][C:12]([CH2:13][O:14][C:15]2[CH:16]=[C:17]3[C:21](=[CH:22][CH:23]=2)[CH:20]([O:24][CH3:25])[CH:19]([CH2:26][C:27]([O:29]CC)=[O:28])[CH2:18]3)=[CH:11][CH:10]=1)[CH2:2][CH2:3][CH2:4][CH2:5][CH2:6][CH3:7].[OH-].[Na+].Cl>O1CCCC1.CO.O>[CH2:1]([O:8][C:9]1[CH:33]=[CH:32][C:12]([CH2:13][O:14][C:15]2[CH:16]=[C:17]3[C:21](=[CH:22][CH:23]=2)[CH:20]([O:24][CH3:25])[CH:19]([CH2:26][C:27]([OH:29])=[O:28])[CH2:18]3)=[CH:11][CH:10]=1)[CH2:2][CH2:3][CH2:4][CH2:5][CH2:6][CH3:7] |f:1.2|. Reported procedure: In 1 ml of tetrahydrofuran and 8 ml of methanol were dissolved 220 mg of ethyl 5-(p-heptyloxybenzyloxy)-1-methoxy- 2-indaneacetate obtained in Example 4. After 1 ml of a 5% aqueous sodium hydroxide solution was added to the solution, the mixture was stirred at room temperature for 8 hours. After diluting with water, the system was rendered acidic with hydrochloric acid followed by extraction with ethyl acetate. The ethyl acetate layer was washed with water, dried and concentrated. The obtained c...